This data is from the Open Reaction Database (ORD), a public repository of structured organic reaction records. The task is: describe an organic reaction: reactants, conditions, products, and yield The reactants are NC1=NC(=NC=N1)N1C(=NC2=C1C=C(C=C2)C#CC2(C1CCC(C2)C1)O)C (2-((1-(4-amino-1,3,5-triazin-2-yl)-2-methyl-1H-benzo[d]imidazol-6-yl)ethynyl)bicyclo[2.2.1]heptan-2-ol), C(#C)C1(COCCC1)O (3-ethynyltetrahydro-2H-pyran-3-ol). Product: NC1=NC(=NC=N1)N1C(=NC2=C1C=C(C=C2)C#CC2(COCCC2)O)C (3-((1-(4-amino-1,3,5-triazin-2-yl)-2-methyl-1H-benzo[d]imidazol-6-yl)ethynyl)tetrahydro-2H-pyran-3-ol). As a reaction SMILES: [NH2:1][C:2]1[N:7]=[CH:6][N:5]=[C:4]([N:8]2[C:12]3[CH:13]=[C:14]([C:17]#[C:18][C:19]4([OH:26])[CH2:24][CH:23]5C[CH:20]4C[CH2:22]5)[CH:15]=[CH:16][C:11]=3[N:10]=[C:9]2[CH3:27])[N:3]=1.C(C1(O)CCC[O:32]C1)#C>>[NH2:1][C:2]1[N:7]=[CH:6][N:5]=[C:4]([N:8]2[C:12]3[CH:13]=[C:14]([C:17]#[C:18][C:19]4([OH:26])[CH2:24][CH2:23][CH2:22][O:32][CH2:20]4)[CH:15]=[CH:16][C:11]=3[N:10]=[C:9]2[CH3:27])[N:3]=1. Reported procedure: The title compound was prepared by the procedure described for 2-((1-(4-amino-1,3,5-triazin-2-yl)-2-methyl-1H-benzo[d]imidazol-6-yl)ethynyl)bicyclo[2.2.1]heptan-2-ol, by substituting 2-ethynylbicyclo [2.2.1]heptan-2-ol (1-b) with 3-ethynyltetrahydro-2H-pyran-3-ol. The title product, 3-((1-(4-amino-1,3,5-triazin-2-yl)-2-methyl-1H-benzo[d]imidazol-6-yl)ethynyl)tetrahydro-2H-pyran-3-ol was purified by silica gel chromatography: 1H NMR (400 MHz, DMSO) delta 1.66-1.78 (m, 4H), 1.97-2.05 (m, 1H), 3.01...